This data is from the Open Reaction Database (ORD), a public repository of structured organic reaction records. The task is: describe an organic reaction: reactants, conditions, products, and yield The reactants are COC(C(C1CCCCC1)C=1N(N=C2CCCCC12)C1=CC=C(C=C1)Cl)=O ([rac]-[2-(4-chloro-phenyl)-4,5,6,7-tetrahydro-2H-indazol-3-yl]-cyclohexyl-acetic acid methyl ester), [Li+].C[Si](C)(C)[N-][Si](C)(C)C (LiHMDS), crude material, NC1=C(C=C(C#N)C=C1)F (4-Amino-3-fluoro-benzonitrile). Run in C1CCOC1 (THF), C1CCOC1 (THF). Reaction conditions: time 30 minute. Product: ClC1=CC=C(C=C1)N1N=C2CCCCC2=C1C(C(=O)NC1=C(C=C(C=C1)C#N)F)C1CCCCC1 ([rac]-2-[2-(4-Chloro-phenyl)-4,5,6,7-tetrahydro-2H-indazol-3-yl]-N-(4-cyano-2-fluoro-phenyl)-2-cyclohexyl-acetamide). As a reaction SMILES: C[O:2][C:3](=O)[CH:4]([C:11]1[N:12]([C:20]2[CH:25]=[CH:24][C:23]([Cl:26])=[CH:22][CH:21]=2)[N:13]=[C:14]2[C:19]=1[CH2:18][CH2:17][CH2:16][CH2:15]2)[CH:5]1[CH2:10][CH2:9][CH2:8][CH2:7][CH2:6]1.[Li+].C[Si]([N-][Si](C)(C)C)(C)C.[NH2:38][C:39]1[CH:46]=[CH:45][C:42]([C:43]#[N:44])=[CH:41][C:40]=1[F:47]>C1COCC1>[Cl:26][C:23]1[CH:24]=[CH:25][C:20]([N:12]2[C:11]([CH:4]([CH:5]3[CH2:10][CH2:9][CH2:8][CH2:7][CH2:6]3)[C:3]([NH:38][C:39]3[CH:46]=[CH:45][C:42]([C:43]#[N:44])=[CH:41][C:40]=3[F:47])=[O:2])=[C:19]3[C:14]([CH2:15][CH2:16][CH2:17][CH2:18]3)=[N:13]2)=[CH:21][CH:22]=1 |f:1.2|. Procedure details: To a stirred solution of [rac]-[2-(4-chloro-phenyl)-4,5,6,7-tetrahydro-2H-indazol-3-yl]-cyclohexyl-acetic acid methyl ester (250 mg, 0.64 mmol) in dry THF was added LiHMDS (1.0 M solution in THF; 4.5 ml, 4.5 mmol) at −30° C. and stirring continued for another 30 min at that temperature. 4-Amino-3-fluoro-benzonitrile (90.64 mg, 0.768 mmol; CAS Reg. No. 115661-37-5) in THF (1 ml) was then added at that temperature and slowly brought to room temperature. Reaction mixture was then stirred at room te... Starting materials: COC=1C=C2N(C(C(=NC2=CC1)C(=O)O)=O)C (3,4-Dihydro-6-methoxy-4-methyl-3-oxo-2-quinoxalinecarboxylic acid), N,N'-carbonyldiimidazole, NC1=NN=NN1 (5-Amino-1H-tetrazole). The solvent is O1CCCC1 (tetrahydrofuran), CN(C=O)C (dimethylformamide), CN(C=O)C (dimethylformamide). The product is COC=1C=C2N(C(C(=NC2=CC1)C(=O)NC1=NN=NN1)=O)C (3,4-Dihydro-6-methoxy-4-methyl-3-oxo-N(1H-tetrazol-5-yl)-2-quinoxalinecarboxamide). RXN SMILES: [CH3:1][O:2][C:3]1[CH:4]=[C:5]2[C:10](=[CH:11][CH:12]=1)[N:9]=[C:8]([C:13]([OH:15])=O)[C:7](=[O:16])[N:6]2[CH3:17].[NH2:18][C:19]1[NH:23][N:22]=[N:21][N:20]=1>O1CCCC1.CN(C)C=O>[CH3:1][O:2][C:3]1[CH:4]=[C:5]2[C:10](=[CH:11][CH:12]=1)[N:9]=[C:8]([C:13]([NH:18][C:19]1[NH:23][N:22]=[N:21][N:20]=1)=[O:15])[C:7](=[O:16])[N:6]2[CH3:17]. Procedure details: 3,4-Dihydro-6-methoxy-4-methyl-3-oxo-2-quinoxalinecarboxylic acid (1.2 g) and N,N'-carbonyldiimidazole (0.8 g) in tetrahydrofuran (25 ml) and dimethylformamide (20 ml) were heated under reflux for 1 hour. 5-Amino-1H-tetrazole (0.5 g) in dimethylformamide (5 ml) was added and the solution was heated under reflux for 1 hour and allowed to cool. The solid was collected and dried, m.p. 295°-296° (d) (70%). Starting materials: COc1cc(OC2CCCCO2)cc(C)c1CN1CCCCC1, CO, Cl, [Na+], [Na+], O=C([O-])[O-]. Product: COc1cc(O)cc(C)c1CN1CCCCC1. As a reaction SMILES: [CH3:2][O:3][c:4]1[c:5]([CH2:6][N:7]2[CH2:8][CH2:9][CH2:10][CH2:11][CH2:12]2)[c:13]([CH3:24])[cH:14][c:15]([O:17][CH:18]2[CH2:19][CH2:20][CH2:21][CH2:22][O:23]2)[cH:16]1.[CH3:31][OH:32].[ClH:1].[Na+:25].[Na+:26].[O-:27][C:28](=[O:29])[O-:30]>>[CH3:2][O:3][c:4]1[c:5]([CH2:6][N:7]2[CH2:8][CH2:9][CH2:10][CH2:11][CH2:12]2)[c:13]([CH3:24])[cH:14][c:15]([OH:17])[cH:16]1. Starting materials: C(C)C=1C(NC(NC1OC1=CC(=CC(=C1)C)C)=O)=O (5-Ethyl-6-(3,5-dimethylphenoxy)-2,4-pyrimidinedione), BrCC=1OC=CC1C(=O)OC (2-bromomethyl-3-methoxycarbonylfurane). The product is COC(=O)C1=C(OC=C1)CN1C(NC(C(=C1OC1=CC(=CC(=C1)C)C)CC)=O)=O (1-(3-Methoxycarbonyl-2-furanylmethyl)-5-ethyl-6-(3,5-dimethylphenoxy)-2,4-pyrimidinedione). The yield is 36.4%. Reaction SMILES: [CH2:1]([C:3]1[C:4](=[O:19])[NH:5][C:6](=[O:18])[NH:7][C:8]=1[O:9][C:10]1[CH:15]=[C:14]([CH3:16])[CH:13]=[C:12]([CH3:17])[CH:11]=1)[CH3:2].Br[CH2:21][C:22]1[O:23][CH:24]=[CH:25][C:26]=1[C:27]([O:29][CH3:30])=[O:28]>>[CH3:30][O:29][C:27]([C:26]1[CH:25]=[CH:24][O:23][C:22]=1[CH2:21][N:7]1[C:8]([O:9][C:10]2[CH:11]=[C:12]([CH3:17])[CH:13]=[C:14]([CH3:16])[CH:15]=2)=[C:3]([CH2:1][CH3:2])[C:4](=[O:19])[NH:5][C:6]1=[O:18])=[O:28]. Procedure details: 5-Ethyl-6-(3,5-dimethylphenoxy)-2,4-pyrimidinedione and 2-bromomethyl-3-methoxycarbonylfurane were reacted by the same way with the example 1 to obtain the titled compound (139 mg, yield: 36.4%).